Dataset: the Open Reaction Database (ORD), a public repository of structured organic reaction records. Task: describe an organic reaction: reactants, conditions, products, and yield Reactants: C(C1=CC=CC=C1)(C1=CC=CC=C1)Br (benzhydryl bromide), ClC1=C(C=CC=C1)C(N1CCN(CC1)CCCO)C1=CC=C(C=C1)F (4-[(2-chlorophenyl)-(4-fluorophenyl)methyl]-1-(3-hydroxypropyl)piperazine). Solvent: O (water). The product is C1(=CC=CC=C1)C(OCCCN1CCN(CC1)C(C1=CC=C(C=C1)F)C1=C(C=CC=C1)Cl)C1=CC=CC=C1 (1-[3-(diphenylmethoxy)propyl]-4-[(2-chlorophenyl)-(4-fluorophenyl)methyl]piperazine). Reaction SMILES: [CH:1](Br)([C:8]1[CH:13]=[CH:12][CH:11]=[CH:10][CH:9]=1)[C:2]1[CH:7]=[CH:6][CH:5]=[CH:4][CH:3]=1.[Cl:15][C:16]1[CH:21]=[CH:20][CH:19]=[CH:18][C:17]=1[CH:22]([C:33]1[CH:38]=[CH:37][C:36]([F:39])=[CH:35][CH:34]=1)[N:23]1[CH2:28][CH2:27][N:26]([CH2:29][CH2:30][CH2:31][OH:32])[CH2:25][CH2:24]1>O>[C:2]1([CH:1]([C:8]2[CH:13]=[CH:12][CH:11]=[CH:10][CH:9]=2)[O:32][CH2:31][CH2:30][CH2:29][N:26]2[CH2:25][CH2:24][N:23]([CH:22]([C:17]3[CH:18]=[CH:19][CH:20]=[CH:21][C:16]=3[Cl:15])[C:33]3[CH:38]=[CH:37][C:36]([F:39])=[CH:35][CH:34]=3)[CH2:28][CH2:27]2)[CH:7]=[CH:6][CH:5]=[CH:4][CH:3]=1. Procedure: A mixture containing 7.4 g of benzhydryl bromide and 21.8 g of 4-[(2-chlorophenyl)-(4-fluorophenyl)methyl]-1-(3-hydroxypropyl)piperazine is heated at 160° to 170° C. under nitrogen gas for 30 minutes, then cooled to 90° to 100° C. and poured into water. The aqueous phase is extracted with benzene, washed with water, thebenzene solution is dried over anhydrous potassium carbonate and then evaporated under reduced pressure. The residue is purified by chromatography on a Kieselgel column by using a... The reactants are CC(CC(NC(=O)OCC)NC(=O)OCC)NC(=O)OCC (3-methyl-1,1,3-tri(ethoxycarbonylamino)propane), [H][H] (hydrogen). The reagents and catalysts are [Ni] (Raney nickel). Solvent: C(C)O (ethanol). Yields the product CC(CCNC(=O)OCC)NC(=O)OCC (1-methyl-1,3-di(ethoxycarbonylamino)propane). Reaction SMILES: [CH3:1][CH:2]([NH:17][C:18]([O:20][CH2:21][CH3:22])=[O:19])[CH2:3][CH:4](NC(OCC)=O)[NH:5][C:6]([O:8][CH2:9][CH3:10])=[O:7].[H][H]>[Ni].C(O)C>[CH3:1][CH:2]([NH:17][C:18]([O:20][CH2:21][CH3:22])=[O:19])[CH2:3][CH2:4][NH:5][C:6]([O:8][CH2:9][CH3:10])=[O:7]. Reported procedure: 10 g of the 3-methyl-1,1,3-tri(ethoxycarbonylamino)propane prepared in Example 3a are hydrogenated at 165° C. and 200 bar of hydrogen in a stirred autoclave with 3 g of Raney nickel and 100 ml of ethanol in the course of 15 hours. Complete converion gives 1-methyl-1,3-di(ethoxycarbonylamino)propane with a selectivity of 96%. Reactants: C([C@@H]1[C@H]([C@@H]([C@H]([C@H](O1)O[C@@H]2[C@H](O[C@H]([C@@H]([C@H]2O)O)O)CO)O)O)O)O (maltose), C([C@@H]1[C@H]([C@@H]([C@H]([C@H](O1)O[C@@H]2[C@@H]([C@H]([C@@H]([C@H](O2)CO)O)O)O)O)O)O)O (trehalose). Yields the product C([C@@H]1[C@H]([C@@H]([C@H]([C@H](O1)O[C@H]([C@@H](CO)O)[C@@H]([C@H](CO)O)O)O)O)O)O (maltitol). RXN SMILES: [CH2:1]([OH:23])[C@H:2]1[O:7][C@H:6]([O:8][C@H:9]2[C@H:14]([OH:15])[C@@H:13]([OH:16])[C@H:12]([OH:17])[O:11][C@@H:10]2[CH2:18][OH:19])[C@H:5]([OH:20])[C@@H:4]([OH:21])[C@@H:3]1[OH:22].C(O)[C@H]1O[C@H](O[C@H]2O[C@H](CO)[C@@H](O)[C@H](O)[C@H]2O)[C@H](O)[C@@H](O)[C@@H]1O>>[CH2:1]([OH:23])[C@H:2]1[O:7][C@H:6]([O:8][C@@H:9]([C@H:14]([OH:15])[C@@H:13]([OH:16])[CH2:12][OH:17])[C@H:10]([OH:11])[CH2:18][OH:19])[C@H:5]([OH:20])[C@@H:4]([OH:21])[C@@H:3]1[OH:22]. Reported procedure: The maltitol-rich fraction obtained in the above was treated in accordance with the above method for treating the trehalose-rich fraction to obtain a crystalline powder with a maltitol purity of about 93%, except that the maltitol-rich fraction was previously concentrated to give a concentration of about 80%. The yield of solid contents in the step was about 85%, d.s.b. Since the product shows substantially no reducibility, a sharpened sweetness, and a relatively-low-dental-caries-inducibility, ... Procedure: A solution of 18 g of product of Step C in 180 ml of acetonitrile was cooled to -30° C. and then with stirring and under an inert atmosphere, 7.73 g of nitronium tetrafluoroborate were added in small fractions. After stirring for one hour and returning to ambient temperature, the reaction mixture was poured on to ice and extracted with methylene chloride. The extracts were washed with water, dried, taken to dryness under reduced pressure and purified by chromatography on silica (eluent: cyclohex... Run at time 1 hour. The yield is 53.1%. Solvent: C(C)#N (acetonitrile). Product: C(C)OC(NC1=C(C=CC=C1C1CN(CCC1)C(C(F)(F)F)=O)[N+](=O)[O-])=O (Ethyl-[2-nitro-6-[1-trifluoroacetyl-3-piperidinyl]-phenyl]-carbamate). Reactants: C(C)OC(NC1=C(C=CC=C1)C1CN(CCC1)C(C(F)(F)F)=O)=O (Ethyl-[2-[1-(trifluoroacetyl)-3-piperidinyl]-phenyl]-carbamate), F[B-](F)(F)F.O=[N+]=O (nitronium tetrafluoroborate). Reaction SMILES: [CH2:1]([O:3][C:4](=[O:24])[NH:5][C:6]1[CH:11]=[CH:10][CH:9]=[CH:8][C:7]=1[CH:12]1[CH2:17][CH2:16][CH2:15][N:14]([C:18](=[O:23])[C:19]([F:22])([F:21])[F:20])[CH2:13]1)[CH3:2].F[B-](F)(F)F.[O:30]=[N+:31]=[O:32]>C(#N)C>[CH2:1]([O:3][C:4](=[O:24])[NH:5][C:6]1[C:7]([CH:12]2[CH2:17][CH2:16][CH2:15][N:14]([C:18](=[O:23])[C:19]([F:20])([F:22])[F:21])[CH2:13]2)=[CH:8][CH:9]=[CH:10][C:11]=1[N+:31]([O-:32])=[O:30])[CH3:2] |f:1.2|. The reactants are FC1=CC=C(C=C1)C1=CN=C(N1COCC[Si](C)(C)C)CN(CCCCN1C(C2=CC=CC=C2C1=O)=O)C1CCCC=2C=CC=NC12 (2-{4-[[5-(4-Fluoro-phenyl)-1-(2-trimethylsilanyl-ethoxymethyl)-1H-imidazol-2-ylmethyl]-(5,6,7,8-tetrahydro-quinolin-8-yl)-amino]—butyl}-isoindole-1,3-dione), O.NN (hydrazine monohydrate). Solvent: C(C)O (ethanol). Run at time 17 hour. The product is FC1=CC=C(C=C1)C1=CN=C(N1COCC[Si](C)(C)C)CN(CCCCN)C1CCCC=2C=CC=NC12 (N-[5-(4-Fluoro-phenyl)-1-(2-trimethylsilanyl-ethoxymethyl)-1H-imidazol-2-ylmethyl]-N1-(5,6,7,8-tetrahydro-quinolin-8-yl)-butane-1,4-diamine). Isolated yield 73.1%. As a reaction SMILES: [F:1][C:2]1[CH:7]=[CH:6][C:5]([C:8]2[N:12]([CH2:13][O:14][CH2:15][CH2:16][Si:17]([CH3:20])([CH3:19])[CH3:18])[C:11]([CH2:21][N:22]([CH:38]3[C:47]4[N:46]=[CH:45][CH:44]=[CH:43][C:42]=4[CH2:41][CH2:40][CH2:39]3)[CH2:23][CH2:24][CH2:25][CH2:26][N:27]3C(=O)C4C(=CC=CC=4)C3=O)=[N:10][CH:9]=2)=[CH:4][CH:3]=1.O.NN>C(O)C>[F:1][C:2]1[CH:3]=[CH:4][C:5]([C:8]2[N:12]([CH2:13][O:14][CH2:15][CH2:16][Si:17]([CH3:19])([CH3:20])[CH3:18])[C:11]([CH2:21][N:22]([CH:38]3[C:47]4[N:46]=[CH:45][CH:44]=[CH:43][C:42]=4[CH2:41][CH2:40][CH2:39]3)[CH2:23][CH2:24][CH2:25][CH2:26][NH2:27])=[N:10][CH:9]=2)=[CH:6][CH:7]=1 |f:1.2|. Reported procedure: To a solution of 2-{4-[[5-(4-Fluoro-phenyl)-1-(2-trimethylsilanyl-ethoxymethyl)-1H-imidazol-2-ylmethyl]-(5,6,7,8-tetrahydro-quinolin-8-yl)-amino]—butyl}-isoindole-1,3-dione (0.3125 g, 0.48 mmol) in ethanol (5 mL) was added hydrazine monohydrate (0.12 mL), and the reaction mixture was stirred at room temperature for 17 hours. The reaction mixture was concentrated, and purified via column chromatography on silica gel (20:1:1 CH2Cl2-MeOH—NH4OH) to yield 0.1838 g (73%) of N-[5-(4-Fluoro-phenyl)-1-(2... The reactants are CCOc1nc2ccccc2nc1NC(=O)Oc1ccccc1, CCOc1ccccc1N1CCNCC1. Yields the product CCOc1ccccc1N1CCN(C(=O)Nc2nc3ccccc3nc2OCC)CC1. As a reaction SMILES: [CH2:1]([CH3:2])[O:3][c:4]1[n:5][c:6]2[cH:7][cH:8][cH:9][cH:10][c:11]2[n:12][c:13]1[NH:14][C:15]([O:16][c:17]1[cH:18][cH:19][cH:20][cH:21][cH:22]1)=[O:23].[CH2:24]([CH3:25])[O:26][c:27]1[c:28]([N:33]2[CH2:34][CH2:35][NH:36][CH2:37][CH2:38]2)[cH:29][cH:30][cH:31][cH:32]1>>[CH2:1]([CH3:2])[O:3][c:4]1[n:5][c:6]2[cH:7][cH:8][cH:9][cH:10][c:11]2[n:12][c:13]1[NH:14][C:15](=[O:23])[N:36]1[CH2:35][CH2:34][N:33]([c:28]2[c:27]([O:26][CH2:24][CH3:25])[cH:32][cH:31][cH:30][cH:29]2)[CH2:38][CH2:37]1. The reactants are CC(C)(C1CCNCC1)S(=O)(=O)c1cccc(C(F)(F)F)n1, CS(=O)(=O)c1cc(OC(F)(F)F)ccc1C(=O)O, CN(C)C=O, CS(C)=O, CCN(C(C)C)C(C)C, O, O=C(O)C(F)(F)F. Product: CC(C)(C1CCN(C(=O)c2ccc(OC(F)(F)F)cc2S(C)(=O)=O)CC1)S(=O)(=O)c1cccc(C(F)(F)F)n1. Reaction SMILES: [CH3:19][C:20]([CH3:21])([CH:22]1[CH2:23][CH2:24][NH:25][CH2:26][CH2:27]1)[S:28](=[O:29])(=[O:30])[c:31]1[n:32][c:33]([C:37]([F:38])([F:39])[F:40])[cH:34][cH:35][cH:36]1.[CH3:1][S:2](=[O:3])(=[O:4])[c:5]1[c:6]([C:7](=[O:8])[OH:9])[cH:10][cH:11][c:12]([O:14][C:15]([F:16])([F:17])[F:18])[cH:13]1.[CH3:50][N:51]([CH3:52])[CH:53]=[O:54].[CH3:55][S:56](=[O:57])[CH3:58].[CH:41]([N:42]([CH:43]([CH3:44])[CH3:45])[CH2:46][CH3:47])([CH3:48])[CH3:49].[OH2:59].[OH:60][C:61]([C:62]([F:63])([F:64])[F:65])=[O:66]>>[CH3:1][S:2](=[O:3])(=[O:4])[c:5]1[c:6]([C:7](=[O:9])[N:25]2[CH2:24][CH2:23][CH:22]([C:20]([CH3:19])([CH3:21])[S:28](=[O:29])(=[O:30])[c:31]3[n:32][c:33]([C:37]([F:38])([F:39])[F:40])[cH:34][cH:35][cH:36]3)[CH2:27][CH2:26]2)[cH:10][cH:11][c:12]([O:14][C:15]([F:16])([F:17])[F:18])[cH:13]1. The reactants are COC(CC=1C=C2C=CCN(C2=CC1)O)=O ((1-Hydroxy-quinolin-6-yl)-acetic acid methyl ester), P(=O)(Cl)(Cl)Cl (phosphorous oxychloride). Product: COC(CC=1C=C2C=CC(=NC2=CC1)Cl)=O ((2-chloro-quinolin-6-yl)-acetic acid methyl ester). The yield is 20.0%. Reaction SMILES: [CH3:1][O:2][C:3](=[O:16])[CH2:4][C:5]1[CH:6]=[C:7]2[C:12](=[CH:13][CH:14]=1)[N:11](O)[CH2:10][CH:9]=[CH:8]2.P(Cl)(Cl)([Cl:19])=O>>[CH3:1][O:2][C:3](=[O:16])[CH2:4][C:5]1[CH:6]=[C:7]2[C:12](=[CH:13][CH:14]=1)[N:11]=[C:10]([Cl:19])[CH:9]=[CH:8]2. Procedure: (1-Hydroxy-quinolin-6-yl)-acetic acid methyl ester (1.0 g, 4.61 mmol) was refluxed for 25 minutes in phosphorous oxychloride (30 mL). The excess phosphorous oxychloride was evaporated, saturated sodium bicarbonate was added and the crude mixture was extracted several times with ethyl acetate. The product was purified via silica gel column chromatography in hexane:ethyl acetate (1:1) to give 0.219 g (20%) of (2-chloro-quinolin-6-yl)-acetic acid methyl ester. 1H NMR (400 MHz, CDCl3) δ 7.99 (d, 1H,...